Dataset: the Open Reaction Database (ORD), a public repository of structured organic reaction records. Task: describe an organic reaction: reactants, conditions, products, and yield RXN SMILES: [NH2:1][C@H:2]1[C:7]([F:9])([F:8])[CH2:6][CH2:5][CH2:4][C@H:3]1[NH:10][C:11]1[N:12]=[C:13](Cl)[C:14]([C:17]#[N:18])=[N:15][CH:16]=1.Cl.Cl.[N:22]1[N:26]2[CH:27]=[CH:28][CH:29]=[CH:30][C:25]2=[C:24]([NH2:31])[CH:23]=1.C(=O)([O-])[O-:33].[Cs+].[Cs+].C1C=CC(P(C2C(C3C(P(C4C=CC=CC=4)C4C=CC=CC=4)=CC=C4C=3C=CC=C4)=C3C(C=CC=C3)=CC=2)C2C=CC=CC=2)=CC=1.[OH-].[K+].OO>O1CCOCC1.CO.CS(C)=O.CC([O-])=O.CC([O-])=O.[Pd+2]>[NH2:1][C@H:2]1[C:7]([F:9])([F:8])[CH2:6][CH2:5][CH2:4][C@H:3]1[NH:10][C:11]1[N:12]=[C:13]([NH:31][C:24]2[CH:23]=[N:22][N:26]3[CH:27]=[CH:28][CH:29]=[CH:30][C:25]=23)[C:14]([C:17]([NH2:18])=[O:33])=[N:15][CH:16]=1 |f:1.2.3,4.5.6,8.9,14.15.16|. The product is N[C@@H]1[C@@H](CCCC1(F)F)NC=1N=C(C(=NC1)C(=O)N)NC=1C=NN2C1C=CC=C2 (5-(((1R,2R)-2-amino-3,3-difluorocyclohexyl)amino)-3-(pyrazolo[1,5-a]pyridin-3-ylamino)pyrazine-2-carboxamide). Yield: 14.3%. Run at temperature 115 celsius, time 8 hour. Reactants: [OH-].[K+] (KOH), N[C@@H]1[C@@H](CCCC1(F)F)NC=1N=C(C(=NC1)C#N)Cl (5-(((1R,2R)-2-amino-3,3-difluorocyclohexyl)amino)-3-chloropyrazine-2-carbonitrile), Cl.Cl.N1=CC(=C2N1C=CC=C2)N (pyrazolo[1,5-a]pyridin-3-amine dihydrochloride), C([O-])([O-])=O.[Cs+].[Cs+] (cesium carbonate), C=1C=CC(=CC1)P(C=2C=CC=CC2)C3=CC=C4C=CC=CC4=C3C5=C6C=CC=CC6=CC=C5P(C=7C=CC=CC7)C=8C=CC=CC8 (BINAP), OO (H2O2). Reported procedure: The mixture of 5-(((1R,2R)-2-amino-3,3-difluorocyclohexyl)amino)-3-chloropyrazine-2-carbonitrile (115 mg, 0.40 mmol), pyrazolo[1,5-a]pyridin-3-amine dihydrochloride (247 mg, 1.20 mmol), powder cesium carbonate (1.04 g, 3.20 mmol), BINAP (50 mg, 0.08 mmol), Pd(OAc)2 (18 mg, 0.08 mmol) in 20 mL dioxane was degassed with argon stream. It was stirred in argon atmosphere at 115° C. for overnight. The mixture was cooled, diluted with 100 mL EtOAc, vigorously stirred, and filtered through celite. The f... Reagents/catalysts: CC(=O)[O-].CC(=O)[O-].[Pd+2] (Pd(OAc)2). Run in CO (MeOH), O1CCOCC1 (dioxane), CS(=O)C (DMSO).